This data is from the Open Reaction Database (ORD), a public repository of structured organic reaction records. The task is: describe an organic reaction: reactants, conditions, products, and yield Starting materials: N#Cc1ccccc1-c1ccc(CBr)cc1, CC(=O)[O-], CC(=O)O, [Na+]. Yields the product N#Cc1ccccc1-c1ccc(CO)cc1. RXN SMILES: [Br:1][CH2:2][c:3]1[cH:4][cH:5][c:6](-[c:9]2[c:10]([C:15]#[N:16])[cH:11][cH:12][cH:13][cH:14]2)[cH:7][cH:8]1.[CH3:18][C:19]([O-:20])=[O:21].[CH3:22][C:23](=[O:24])[OH:25].[Na+:17]>>[CH2:2]([c:3]1[cH:4][cH:5][c:6](-[c:9]2[c:10]([C:15]#[N:16])[cH:11][cH:12][cH:13][cH:14]2)[cH:7][cH:8]1)[OH:20]. The reactants are ClC1=NN2C(C=CC=C2)=C1I (2-chloro-3-iodopyrazolo[1,5-a]pyridine), C(CCC)[Li] (n-butyllithium), CCCCCC (hexane), C1(=CC=C(C=C1)S(=O)(=O)C#N)C (p-toluenesulfonyl cyanide). Run in O1CCCC1 (tetrahydrofuran). Run at time 5 minute. Product: ClC1=NN2C(C=CC=C2)=C1C#N (2-chloropyrazolo[1,5-a]pyridine-3-carbonitrile). RXN SMILES: [Cl:1][C:2]1[C:10](I)=[C:5]2[CH:6]=[CH:7][CH:8]=[CH:9][N:4]2[N:3]=1.C([Li])CCC.CCCCCC.C1(C)C=CC(S([C:32]#[N:33])(=O)=O)=CC=1>O1CCCC1>[Cl:1][C:2]1[C:10]([C:32]#[N:33])=[C:5]2[CH:6]=[CH:7][CH:8]=[CH:9][N:4]2[N:3]=1. Procedure: To a cooled −78° C. solution of the title compound from Example 1 Step A (0.20 g, 0.718 mmol) in tetrahydrofuran (3.59 ml) was added a solution of n-butyllithium in hexane (1.6 M, 0.494 ml, 0.790 mmol). After 5 minutes, p-toluenesulfonyl cyanide (0.169 g, 0.934 mmol) was added, and the resulting reaction mixture was allowed to warm to room temperature. After 18 hours, the mixture was concentrated under reduced pressure. Purification by column chromatography on silica gel (0-30% ethyl acetate in ... Reactants: C(C)OC1=CC=C2C(C(=CNC2=N1)C(=O)O)=O (7-Ethoxy-1,4-dihydro-4-oxo-1,8-naphthyridine-3-carboxylic acid), C1=CN(C=N1)C(=O)N2C=CN=C2 (N,N-carbonyldiimidazole), NC1=NN=NN1 (5-Amino-1H-tetrazole). The solvent is CN(C=O)C (dimethylformamide). The product is C(C)OC1=CC=C2C(C(=CNC2=N1)C(=O)NC1=NN=NN1)=O (7-Ethoxy-1,4-dihydro-4-oxo-N(1H- tetrazol-5-yl)-1,8-naphthyridine-3-carboxamide). RXN SMILES: [CH2:1]([O:3][C:4]1[N:13]=[C:12]2[C:7]([C:8](=[O:17])[C:9]([C:14]([OH:16])=O)=[CH:10][NH:11]2)=[CH:6][CH:5]=1)[CH3:2].C1N=CN(C(N2C=NC=C2)=O)C=1.[NH2:30][C:31]1[NH:35][N:34]=[N:33][N:32]=1>CN(C)C=O>[CH2:1]([O:3][C:4]1[N:13]=[C:12]2[C:7]([C:8](=[O:17])[C:9]([C:14]([NH:30][C:31]3[NH:35][N:34]=[N:33][N:32]=3)=[O:16])=[CH:10][NH:11]2)=[CH:6][CH:5]=1)[CH3:2]. Reported procedure: 7-Ethoxy-1,4-dihydro-4-oxo-1,8-naphthyridine-3-carboxylic acid (1.9 g) and N,N-carbonyldiimidazole (2 g) in dimethylformamide (50 ml) were stirred and heated at 100° for 4 hours. 5-Amino-1H-tetrazole (2.1 g) was added and the mixture stirred and heated at 100° for 30 minutes, and cooled. The solid was collected and dissolved in hot (60°) dilute sodium hydroxide and the solution was neutralised (pH 7) with dilulte hydrochloric acid. The solid was collected, washed with water and dried, m.p. above... The reactants are CCOC(C)=O, CC=CCC1C(=O)c2cc(OC)c(Cl)cc2C1(C)C, CCCCCC, CO, ClCCl, O=[O+][O-]. The product is COc1cc2c(cc1Cl)C(C)(C)C(CC=O)C2=O. RXN SMILES: [C:23]([O:24][CH2:26][CH3:27])(=[O:25])[CH3:28].[CH2:4]([CH:5]=[CH:6][CH3:7])[CH:8]1[C:9](=[O:22])[c:10]2[cH:11][c:12]([O:20][CH3:21])[c:13]([Cl:19])[cH:14][c:15]2[C:16]1([CH3:17])[CH3:18].[CH3:29][CH2:30][CH2:31][CH2:32][CH2:33][CH3:34].[CH3:38][OH:39].[Cl:35][CH2:36][Cl:37].[O-:1][O+:2]=[O:3]>>[CH2:4]([CH:5]=[O:25])[CH:8]1[C:9](=[O:22])[c:10]2[cH:11][c:12]([O:20][CH3:21])[c:13]([Cl:19])[cH:14][c:15]2[C:16]1([CH3:17])[CH3:18]. Starting materials: ClP(Cl)(Cl)(Cl)Cl, O=C(O)c1cc(Cl)ccc1-n1cccc1, c1ccccc1. Yields the product O=C(Cl)c1cc(Cl)ccc1-n1cccc1. RXN SMILES: [Cl:16][P:17]([Cl:18])([Cl:19])([Cl:20])[Cl:21].[Cl:1][c:2]1[cH:3][cH:4][c:5](-[n:11]2[cH:12][cH:13][cH:14][cH:15]2)[c:6]([C:7](=[O:8])[OH:9])[cH:10]1.[cH:22]1[cH:23][cH:24][cH:25][cH:26][cH:27]1>>[Cl:1][c:2]1[cH:3][cH:4][c:5](-[n:11]2[cH:12][cH:13][cH:14][cH:15]2)[c:6]([C:7](=[O:8])[Cl:16])[cH:10]1. Starting materials: CS(=O)(=O)c1ccc(-c2cn[nH]c(=O)c2Oc2ccc(F)cc2)cc1, Fc1ccc(I)cc1. Yields the product CS(=O)(=O)c1ccc(-c2cnn(-c3ccc(F)cc3)c(=O)c2Oc2ccc(F)cc2)cc1. As a reaction SMILES: [F:1][c:2]1[cH:3][cH:4][c:5]([O:6][c:7]2[c:8](=[O:23])[nH:9][n:10][cH:11][c:12]2-[c:13]2[cH:14][cH:15][c:16]([S:19](=[O:20])(=[O:21])[CH3:22])[cH:17][cH:18]2)[cH:24][cH:25]1.[F:26][c:27]1[cH:28][cH:29][c:30]([I:33])[cH:31][cH:32]1>>[F:1][c:2]1[cH:3][cH:4][c:5]([O:6][c:7]2[c:8](=[O:23])[n:9](-[c:30]3[cH:29][cH:28][c:27]([F:26])[cH:32][cH:31]3)[n:10][cH:11][c:12]2-[c:13]2[cH:14][cH:15][c:16]([S:19](=[O:20])(=[O:21])[CH3:22])[cH:17][cH:18]2)[cH:24][cH:25]1. Starting materials: Cl (HCl), [OH-].[K+] (KOH), ClC1=C(C(=C(C(=O)OC)C=C1)C)SC(=O)N(C)C (methyl 4-chloro-3-(dimethylaminocarbonylthio)-2-methylbenzoate), O (water). Run in CO (methanol). The product is ClC1=C(C(=C(C(=O)O)C=C1)C)S (4-chloro-3-mercapto-2-methylbenzoic acid). RXN SMILES: [OH-].[K+].[Cl:3][C:4]1[CH:13]=[CH:12][C:7]([C:8]([O:10]C)=[O:9])=[C:6]([CH3:14])[C:5]=1[S:15]C(N(C)C)=O.O.Cl>CO>[Cl:3][C:4]1[CH:13]=[CH:12][C:7]([C:8]([OH:10])=[O:9])=[C:6]([CH3:14])[C:5]=1[SH:15] |f:0.1|. Procedure details: 6.61 g (purity 85% by weight, 100.1 mmol) of KOH were added to 4.80 g (16.7 mmol) of methyl 4-chloro-3-(dimethylaminocarbonylthio)-2-methylbenzoate in 150 ml of methanol, and the mixture was stirred under reflux for two days. The reaction mixture was freed from solvent, water was added to the residue, which was then acidified with 1M HCl, and the solid was collected by filtration. This gave 3.2 g of pure product. The reactants are C(C)(C)(C)OC(NC1=C(C=C(C(=C1)OCCC)C(F)(F)F)NC(CC(=O)C1=CC(=CC=C1)C1=CC(=NC(=C1)C)C)=O)=O ((2-{3-[3-(2,6-dimethyl-pyridin-4-yl)-phenyl]-3-oxo-propionylamino}-5-propoxy-4-trifluoromethyl-phenyl)-carbamic acid tert-butyl ester), C(=O)(C(F)(F)F)O (TFA). The solvent is C(Cl)Cl (CH2Cl2). Yields the product CC1=NC(=CC(=C1)C=1C=C(C=CC1)C1=NC2=C(NC(C1)=O)C=C(C(=C2)OCCC)C(F)(F)F)C (4-[3-(2,6-Dimethyl-pyridin-4-yl)-phenyl]-7-propoxy-8-trifluoromethyl-1,3-dihydro-benzo[b][1,4]diazepin-2-one), solid. The yield is 68.0%. RXN SMILES: C(OC(=O)[NH:7][C:8]1[CH:13]=[C:12]([O:14][CH2:15][CH2:16][CH3:17])[C:11]([C:18]([F:21])([F:20])[F:19])=[CH:10][C:9]=1[NH:22][C:23](=[O:41])[CH2:24][C:25]([C:27]1[CH:32]=[CH:31][CH:30]=[C:29]([C:33]2[CH:38]=[C:37]([CH3:39])[N:36]=[C:35]([CH3:40])[CH:34]=2)[CH:28]=1)=O)(C)(C)C.C(O)(C(F)(F)F)=O>C(Cl)Cl>[CH3:40][C:35]1[CH:34]=[C:33]([C:29]2[CH:28]=[C:27]([C:25]3[CH2:24][C:23](=[O:41])[NH:22][C:9]4[CH:10]=[C:11]([C:18]([F:21])([F:19])[F:20])[C:12]([O:14][CH2:15][CH2:16][CH3:17])=[CH:13][C:8]=4[N:7]=3)[CH:32]=[CH:31][CH:30]=2)[CH:38]=[C:37]([CH3:39])[N:36]=1. Procedure details: The title compound was prepared from (2-{3-[3-(2,6-dimethyl-pyridin-4-yl)-phenyl]-3-oxo-propionylamino}-5-propoxy-4-trifluoromethyl-phenyl)-carbamic acid tert-butyl ester (Example M199) (319 mg, 0.545 mmol) by treatment with TFA in CH2Cl2 according to the general procedure N. Obtained as a light yellow solid (172 mg, 68%). Reaction SMILES: [Cl:20][c:21]1[n:22][cH:23][c:24]([Cl:40])[c:25]([NH:27][c:28]2[c:29]([C:30](=[O:31])[NH:32][CH2:33][CH3:34])[cH:35][cH:36][cH:37][c:38]2[F:39])[n:26]1.[F:1][C:2]([CH2:3][N:4]1[CH2:5][CH2:6][c:7]2[c:8]([cH:11][c:12]([NH2:17])[c:13]([O:15][CH3:16])[cH:14]2)[CH2:9][CH2:10]1)([CH3:18])[F:19]>>[F:1][C:2]([CH2:3][N:4]1[CH2:5][CH2:6][c:7]2[c:8]([cH:11][c:12]([NH:17][c:21]3[n:22][cH:23][c:24]([Cl:40])[c:25]([NH:27][c:28]4[c:29]([C:30](=[O:31])[NH:32][CH2:33][CH3:34])[cH:35][cH:36][cH:37][c:38]4[F:39])[n:26]3)[c:13]([O:15][CH3:16])[cH:14]2)[CH2:9][CH2:10]1)([CH3:18])[F:19]. Product: CCNC(=O)c1cccc(F)c1Nc1nc(Nc2cc3c(cc2OC)CCN(CC(C)(F)F)CC3)ncc1Cl. Starting materials: CCNC(=O)c1cccc(F)c1Nc1nc(Cl)ncc1Cl, COc1cc2c(cc1N)CCN(CC(C)(F)F)CC2.